Dataset: the Open Reaction Database (ORD), a public repository of structured organic reaction records. Task: describe an organic reaction: reactants, conditions, products, and yield Starting materials: CCO, O=C(Cl)C1CCCC1, C1CNCCN1, O, O, O, O, O, O, O. Yields the product O=C(C1CCCC1)N1CCNCC1. Reaction SMILES: [CH3:21][CH2:22][OH:23].[CH:13]1([C:18](=[O:19])[Cl:20])[CH2:14][CH2:15][CH2:16][CH2:17]1.[NH:7]1[CH2:8][CH2:9][NH:10][CH2:11][CH2:12]1.[OH2:1].[OH2:24].[OH2:2].[OH2:3].[OH2:4].[OH2:5].[OH2:6]>>[N:7]1([C:18]([CH:13]2[CH2:14][CH2:15][CH2:16][CH2:17]2)=[O:19])[CH2:8][CH2:9][NH:10][CH2:11][CH2:12]1. Reactants: COCOC[C@H]1N=C(SC1)N1CC(C1)SC=1[C@@H]([C@H]2N(C1C(=O)OCC1=CC=C(C=C1)[N+](=O)[O-])C([C@@H]2[C@@H](C)O)=O)C (p-nitrobenzyl (1R,5S,6S)-2-[1-(4(R)-methoxymethyloxymethyl-1,3-thiazolin-2-yl)azetidin-3-yl]thio-6-[(R)-1-hydroxyethyl]-1-methyl-carbapen-2-em-3-carboxylate). Reagents/catalysts: [Zn] (zinc). Run in O1CCCC1 (tetrahydrofuran), P(=O)([O-])([O-])[O-] (phosphate). Conditions: time 2 hour. Product: COCOC[C@H]1N=C(SC1)N1CC(C1)SC=1[C@@H]([C@H]2N(C1C(=O)O)C([C@@H]2[C@@H](C)O)=O)C ((1R,5S,6S)-2-[1-((4R)-methoxymethyloxymethyl-1,3-thiazolin-2-yl)azetidin-3-yl]thio-6-[(R)-1-hydroxyethyl]-1-methyl-carbapen-2-em-3-carboxylic acid). Isolated yield 71.1%. RXN SMILES: [CH3:1][O:2][CH2:3][O:4][CH2:5][C@@H:6]1[CH2:10][S:9][C:8]([N:11]2[CH2:14][CH:13]([S:15][C:16]3[C@H:17]([CH3:40])[C@@H:18]4[C@@H:35]([C@H:36]([OH:38])[CH3:37])[C:34](=[O:39])[N:19]4[C:20]=3[C:21]([O:23]CC3C=CC([N+]([O-])=O)=CC=3)=[O:22])[CH2:12]2)=[N:7]1>O1CCCC1.P([O-])([O-])([O-])=O.[Zn]>[CH3:1][O:2][CH2:3][O:4][CH2:5][C@@H:6]1[CH2:10][S:9][C:8]([N:11]2[CH2:12][CH:13]([S:15][C:16]3[C@H:17]([CH3:40])[C@@H:18]4[C@@H:35]([C@H:36]([OH:38])[CH3:37])[C:34](=[O:39])[N:19]4[C:20]=3[C:21]([OH:23])=[O:22])[CH2:14]2)=[N:7]1. Procedure: To a solution of 756 mg of Compound (30) obtained in Example 3 in 10 ml of tetrahydrofuran and 30 ml of 0.35 M phosphate buffer (pH 6.0) solution was added 6.0 g of zinc powder, and the reaction mixture was stirred for 2 hours at room temperature. After removal of the zinc powder by filtration, the filtrate was washed with ethyl acetate and the pH of the filtrate was adjusted to 5.5, then the filtrate was concentrated. The resulting residue was purified by using Diaion HP-40R column (10% isoprop... Reaction SMILES: [Br:1][C:2]1[N:6]2[N:7]=[C:8](Cl)[C:9]([CH3:11])=[CH:10][C:5]2=[N:4][CH:3]=1>C(N)CCC>[Br:1][C:2]1[N:6]2[N:7]=[C:8]([NH:4][CH2:5][CH2:10][CH2:9][CH3:8])[C:9]([CH3:11])=[CH:10][C:5]2=[N:4][CH:3]=1. Yields the product BrC1=CN=C2N1N=C(C(=C2)C)NCCCC ((3-Bromo-7-methyl-imidazo[1,2-b]pyridazin-6-yl)-butyl-amine). Run at temperature 160 celsius. Reactants: BrC1=CN=C2N1N=C(C(=C2)C)Cl (3-bromo-6-chloro-7-methyl-imidazo[1,2-b]pyridazine). Procedure details: To the 3-bromo-6-chloro-7-methyl-imidazo[1,2-b]pyridazine from Part B was added n-BuNH2 (10 ml). The mixture was heated in a microwave at 160° C. for 60 min (30+30 min.). The mixture was concentrated and the residue was subjected to ISCO (40 g column, hexane 3 min., 0-100% EtOAc in hexane over 25 min. the EtOAc 10 min.) to five the titled compound (348 mg). 1H NMR (400 MHz, CHLOROFORM-d) δ ppm 0.97 (t, J=7.39 Hz, 3H) 1.29-1.50 (m, 2H) 1.61-1.71 (m, 2H) 2.14 (s, 3H) 3.44 (q, J=6.62 Hz, 2H) 4.39 (... The solvent is C(CCC)N (n-BuNH2). Starting materials: C1CCOC1, Cl, NCc1cccc2c1CN(C1CCC(=O)NC1=O)C2=O, Cc1cccc(C(=O)Cl)c1. The product is Cc1cccc(C(=O)NCc2cccc3c2CN(C2CCC(=O)NC2=O)C3=O)c1. RXN SMILES: [CH2:32]1[O:33][CH2:34][CH2:35][CH2:36]1.[ClH:1].[NH2:2][CH2:3][c:4]1[c:5]2[c:9]([cH:10][cH:11][cH:12]1)[C:8](=[O:13])[N:7]([CH:14]1[C:15](=[O:21])[NH:16][C:17](=[O:20])[CH2:18][CH2:19]1)[CH2:6]2.[c:22]1([CH3:31])[cH:23][c:24]([C:28](=[O:29])[Cl:30])[cH:25][cH:26][cH:27]1>>[NH:2]([CH2:3][c:4]1[c:5]2[c:9]([cH:10][cH:11][cH:12]1)[C:8](=[O:13])[N:7]([CH:14]1[C:15](=[O:21])[NH:16][C:17](=[O:20])[CH2:18][CH2:19]1)[CH2:6]2)[C:28]([c:24]1[cH:23][c:22]([CH3:31])[cH:27][cH:26][cH:25]1)=[O:29]. The reactants are OCCNC=1SC=C(N1)C1=CC=C(C#N)C=C1 (4-{2-[(2-hydroxyethyl)amino]-1,3-thiazol-4-yl}benzonitrile), COC(C)(C)OC (2,2-dimethoxypropane), C1(=CC=C(C=C1)S(=O)(=O)O)C (p-toluenesulfonic acid). Run in C1(=CC=CC=C1)C (toluene). As a reaction SMILES: [OH:1][CH2:2][CH2:3][NH:4][C:5]1[S:6][CH:7]=[C:8]([C:10]2[CH:17]=[CH:16][C:13]([C:14]#[N:15])=[CH:12][CH:11]=2)[N:9]=1.CO[C:20](OC)([CH3:22])[CH3:21].C1(C)C=CC(S(O)(=O)=O)=CC=1>C1(C)C=CC=CC=1>[CH3:21][C:20]1([CH3:22])[N:4]([C:5]2[S:6][CH:7]=[C:8]([C:10]3[CH:17]=[CH:16][C:13]([C:14]#[N:15])=[CH:12][CH:11]=3)[N:9]=2)[CH2:3][CH2:2][O:1]1. Isolated yield 42.1%. Reported procedure: A mixture of 4-{2-[(2-hydroxyethyl)amino]-1,3-thiazol-4-yl}benzonitrile (1.0 g, 4.0 mmol), prepared in the previous step, 2,2-dimethoxypropane (7.2 mL, 61.2 mmol) and a catalytic amount of p-toluenesulfonic acid in toluene (90 mL) was heated at 90° C. overnight. The reaction was cooled and concentrated to a residue. Purification of the crude product on silica gel using 5% ethyl acetate:hexane as the eluent gave 480 mg of impure product. Final purification by reverse phase HPLC using an isocratic... Product: CC1(OCCN1C=1SC=C(N1)C1=CC=C(C#N)C=C1)C (4-[2-(2,2-Dimethyl-1,3-oxazolidin-3-yl)-1,3-thiazol-4-yl]benzonitrile). Product: FC(C(=O)O)(F)F.O(C1=CC=CC=C1)C[C@@H]1CC[C@H](CC1)N (trans-4-phenoxymethylcyclohexylamine trifluoroacetate). Procedure details: 380 mg of (trans-4-phenoxymethyl-cyclohexyl)-carbamic acid tert-butyl ester is dissolved in 5 mL of dichloromethane and 5 ml of trifluoroacetic acid is added. The mixture is stirred for 2 h, concentrated in vacuo and stripped twice from dichloromethane to afford 250 mg of trans-4-phenoxymethylcyclohexylamine trifluoroacetate as a white solid. Solvent: ClCCl (dichloromethane). Reaction SMILES: C(OC(=O)[NH:7][C@H:8]1[CH2:13][CH2:12][C@H:11]([CH2:14][O:15][C:16]2[CH:21]=[CH:20][CH:19]=[CH:18][CH:17]=2)[CH2:10][CH2:9]1)(C)(C)C.[F:23][C:24]([F:29])([F:28])[C:25]([OH:27])=[O:26]>ClCCl>[F:23][C:24]([F:29])([F:28])[C:25]([OH:27])=[O:26].[O:15]([CH2:14][C@H:11]1[CH2:12][CH2:13][C@H:8]([NH2:7])[CH2:9][CH2:10]1)[C:16]1[CH:21]=[CH:20][CH:19]=[CH:18][CH:17]=1 |f:3.4|. Conditions: time 2 hour. Reactants: C(C)(C)(C)OC(N[C@@H]1CC[C@H](CC1)COC1=CC=CC=C1)=O ((trans-4-phenoxymethyl-cyclohexyl)-carbamic acid tert-butyl ester), FC(C(=O)O)(F)F (trifluoroacetic acid). Starting materials: ClCCC1CN(C(N2C1=NC1=C2C=CC=C1)=O)C (4-(2-chloroethyl)-3,4-dihydro-2-methylpyrimido[1,6-a]benzimidazole-1(2H)-one), C1(=CC=CC=C1)N1CNC(C12CCNCC2)=O (1-phenyl-1,3,8-triazaspiro[4,5]-decan-4-one), C(=O)(O)[O-].[Na+] (NaHCO3), CN(C)C=O (DMF). Solvent: O (H2O). Yields the product C(C)OC(C)=O.CN1C(N2C(=NC3=C2C=CC=C3)C(C1)CCN1CCC3(C(NCN3C3=CC=CC=C3)=O)CC1)=O (3,4-Dihydro-2-methyl-4-[2-(4-oxo-1-phenyl-1,3,8-triazaspiro[4,5]dec-8-yl)ethyl]pyrimido[1,6-A]benzimidazol-1(2H)-one ethyl acetate). As a reaction SMILES: Cl[CH2:2][CH2:3][CH:4]1[C:9]2=[N:10][C:11]3[CH:16]=[CH:15][CH:14]=[CH:13][C:12]=3[N:8]2[C:7](=[O:17])[N:6]([CH3:18])[CH2:5]1.[C:19]1([N:25]2[C:29]3([CH2:34][CH2:33][NH:32][CH2:31][CH2:30]3)[C:28](=[O:35])[NH:27][CH2:26]2)[CH:24]=[CH:23][CH:22]=[CH:21][CH:20]=1.[C:36]([O-])(O)=O.[Na+].CN(C=O)C>O>[CH2:28]([O:35][C:7](=[O:17])[CH3:36])[CH3:29].[CH3:18][N:6]1[CH2:5][CH:4]([CH2:3][CH2:2][N:32]2[CH2:31][CH2:30][C:29]3([N:25]([C:19]4[CH:24]=[CH:23][CH:22]=[CH:21][CH:20]=4)[CH2:26][NH:27][C:28]3=[O:35])[CH2:34][CH2:33]2)[C:9]2=[N:10][C:11]3[CH:16]=[CH:15][CH:14]=[CH:13][C:12]=3[N:8]2[C:7]1=[O:17] |f:2.3,6.7|. Procedure details: A mixture of 4.0 g (0.015 mol) of 4-(2-chloroethyl)-3,4-dihydro-2-methylpyrimido[1,6-a]benzimidazole-1(2H)-one, 3.46 g (0.015 mol) of 1-phenyl-1,3,8-triazaspiro[4,5]-decan-4-one, 9 g of NaHCO3, 0.5 g of Kl, and 35 mL of DMF was heated on a steam cone for 24 h. The reaction mixture was poured into 500 mL of H2O and extracted with 3×100 mL of CH2Cl2. The combined organic extracts were washed with 2×100 mL of H2O, dried (NaSO4), filtered and concentrated by rotary evaporation. The residue was purif... Reactants: amide, NC1=C2C(=NC=N1)N(N=C2C2=CC(=C(C=C2)NS(=O)(=O)C2=C(C(=CC=C2)Cl)Cl)F)CC(=O)OC (methyl 2-[4-amino-3-(4-{[(2,3-dichlorophenyl)sulfonyl]amino}-3-fluorophenyl)-1H-pyrazolo[3,4-d]pyrimidin-1-yl]acetate), CN(CCN)C (N,N-dimethylethylenediamine). The product is CN(CCNC(CN1N=C(C=2C1=NC=NC2N)C2=CC(=C(C=C2)NS(=O)(=O)C2=C(C(=CC=C2)Cl)Cl)F)=O)C (N1-[2-(dimethylamino)ethyl]-2-[4-amino-3-(4-{[(2,3-dichlorophenyl)sulfonyl]amino}-3-fluorophenyl)-1H-pyrazolo[3,4-d]pyrimidin-1-yl]acetamide). Reaction SMILES: [NH2:1][C:2]1[N:7]=[CH:6][N:5]=[C:4]2[N:8]([CH2:30][C:31]([O:33]C)=O)[N:9]=[C:10]([C:11]3[CH:16]=[CH:15][C:14]([NH:17][S:18]([C:21]4[CH:26]=[CH:25][CH:24]=[C:23]([Cl:27])[C:22]=4[Cl:28])(=[O:20])=[O:19])=[C:13]([F:29])[CH:12]=3)[C:3]=12.[CH3:35][N:36]([CH3:40])[CH2:37][CH2:38][NH2:39]>>[CH3:35][N:36]([CH3:40])[CH2:37][CH2:38][NH:39][C:31](=[O:33])[CH2:30][N:8]1[C:4]2=[N:5][CH:6]=[N:7][C:2]([NH2:1])=[C:3]2[C:10]([C:11]2[CH:16]=[CH:15][C:14]([NH:17][S:18]([C:21]3[CH:26]=[CH:25][CH:24]=[C:23]([Cl:27])[C:22]=3[Cl:28])(=[O:19])=[O:20])=[C:13]([F:29])[CH:12]=2)=[N:9]1. Reported procedure: The representative procedure for amide formation was used in the reaction of methyl 2-[4-amino-3-(4-{[(2,3-dichlorophenyl)sulfonyl]amino}-3-fluorophenyl)-1H-pyrazolo[3,4-d]pyrimidin-1-yl]acetate (0.035 g, 0.067 mmol) with N,N-dimethylethylenediamine (1 mL). Purification by preparative HPLC (25 to 100% acetonitrile in 0.1 M aqueous ammonium acetate over 20 min at 21 mL/min using an 8μ Hypersil HS C18, 250×21 mm column, Rt 6.85-7.45 min) afforded N1-[2-(dimethylamino)ethyl]-2-[4-amino-3-(4-{[(2,3-... The reactants are S(=O)(Cl)Cl (Thionyl chloride), ClC1=CC=C(C=2N3C(=NC21)N(CCC3)C3=C(C=C(C=C3)Cl)Cl)CO ([9-chloro-1-(2,4-dichlorophenyl)-1,2,3,4-tetrahydropyrimido[1,2-a]benzimidazol-6-yl]methanol), [C-]#N.[Na+] (sodium cyanide), C(C1=CC=CC=C1)Cl (benzyl chloride). Solvent: C(O)([O-])=O.[Na+] (sodium hydrogen carbonate), C(O)([O-])=O.[Na+] (sodium hydrogen carbonate), O1CCCC1 (tetrahydrofuran), N1=CC=CC=C1 (pyridine), O (water), CS(=O)C (dimethylsulfoxide). Reaction conditions: time 90 minute. Product: ClC1=CC=C(C=2N3C(=NC21)N(CCC3)C3=C(C=C(C=C3)Cl)Cl)CC#N ([9-Chloro-1-(2,4-dichlorophenyl)-1,2,3,4-tetrahydropyrimido[1,2-a]benzimidazol-6-yl]acetonitrile). Yield: 96.1%. RXN SMILES: S(Cl)(Cl)=O.[Cl:5][C:6]1[C:14]2[N:13]=[C:12]3[N:15]([C:19]4[CH:24]=[CH:23][C:22]([Cl:25])=[CH:21][C:20]=4[Cl:26])[CH2:16][CH2:17][CH2:18][N:11]3[C:10]=2[C:9]([CH2:27]O)=[CH:8][CH:7]=1.[C-:29]#[N:30].[Na+].C(Cl)C1C=CC=CC=1>O1CCCC1.C(=O)([O-])O.[Na+].O.CS(C)=O.N1C=CC=CC=1>[Cl:5][C:6]1[C:14]2[N:13]=[C:12]3[N:15]([C:19]4[CH:24]=[CH:23][C:22]([Cl:25])=[CH:21][C:20]=4[Cl:26])[CH2:16][CH2:17][CH2:18][N:11]3[C:10]=2[C:9]([CH2:27][C:29]#[N:30])=[CH:8][CH:7]=1 |f:2.3,6.7|. Procedure details: Thionyl chloride (0.53 mL, 7.22 mmol) was added to a stirred solution of [9-chloro-1-(2,4-dichlorophenyl)-1,2,3,4-tetrahydropyrimido[1,2-a]benzimidazol-6-yl]methanol (1.38 g, 3.61 mmol) and pyridine (0.10 mL) in tetrahydrofuran (30 mL) at 0° C., and the mixture was stirred at room temperature for 90 min. The mixture was diluted with saturated aqueous sodium hydrogen carbonate, and extracted with ethyl acetate. The combined organic layer was washed with brine, dried over anhydrous magnesium sulfa... Yields the product [Br-], c1ccc([P+](Cc2ccsc2)(c2ccccc2)c2ccccc2)cc1. As a reaction SMILES: [Br:1][CH2:2][c:3]1[cH:4][s:5][cH:6][cH:7]1.[c:8]1([P:14]([c:15]2[cH:16][cH:17][cH:18][cH:19][cH:20]2)[c:21]2[cH:22][cH:23][cH:24][cH:25][cH:26]2)[cH:9][cH:10][cH:11][cH:12][cH:13]1.[cH:27]1[cH:28][cH:29][cH:30][cH:31][cH:32]1>>[Br-:1].[CH2:2]([c:3]1[cH:4][s:5][cH:6][cH:7]1)[P+:14]([c:8]1[cH:9][cH:10][cH:11][cH:12][cH:13]1)([c:15]1[cH:16][cH:17][cH:18][cH:19][cH:20]1)[c:21]1[cH:22][cH:23][cH:24][cH:25][cH:26]1. The reactants are BrCc1ccsc1, c1ccc(P(c2ccccc2)c2ccccc2)cc1, c1ccccc1.